This data is from the Open Reaction Database (ORD), a public repository of structured organic reaction records. The task is: describe an organic reaction: reactants, conditions, products, and yield The reactants are CO, Cl, CN1CCN2c3ccccc3C(O)c3ccccc3C2C1. The product is Cl, COC1c2ccccc2C2CN(C)CCN2c2ccccc21. As a reaction SMILES: [CH3:23][OH:24].[ClH:22].[OH:1][CH:2]1[c:3]2[c:4]([cH:18][cH:19][cH:20][cH:21]2)[CH:5]2[N:6]([c:7]3[c:8]1[cH:9][cH:10][cH:11][cH:12]3)[CH2:13][CH2:14][N:15]([CH3:17])[CH2:16]2>>[ClH:22].[O:1]([CH:2]1[c:3]2[c:4]([cH:18][cH:19][cH:20][cH:21]2)[CH:5]2[N:6]([c:7]3[c:8]1[cH:9][cH:10][cH:11][cH:12]3)[CH2:13][CH2:14][N:15]([CH3:17])[CH2:16]2)[CH3:23]. The reactants are CC=1C=C(C=CC1C(F)(F)F)C1=NC=2N(C(=C1)C(F)(F)F)N=CC2C(=O)O (5-(3-methyl-4-trifluoromethyl-phenyl)-7-trifluoromethyl-pyrazolo[1,5-a]pyrimidine-3-carboxylic acid), NC=1C=C(C=CC1)S(=O)(=O)NC(CO)(C)C (3-amino-N-(2-hydroxy-1,1-dimethyl-ethyl)-benzenesulfonamide). Yields the product OCC(C)(C)NS(=O)(=O)C=1C=C(C=CC1)NC(=O)C=1C=NN2C1N=C(C=C2C(F)(F)F)C2=CC(=C(C=C2)C(F)(F)F)C (5-(3-Methyl-4-trifluoromethyl-phenyl)-7-trifluoromethyl-pyrazolo[1,5-a]pyrimidine-3-carboxylic acid[3-(2-hydroxy-1,1-dimethyl-ethylsulfamoyl)-phenyl]-amide). RXN SMILES: [CH3:1][C:2]1[CH:3]=[C:4]([C:12]2[CH:17]=[C:16]([C:18]([F:21])([F:20])[F:19])[N:15]3[N:22]=[CH:23][C:24]([C:25](O)=[O:26])=[C:14]3[N:13]=2)[CH:5]=[CH:6][C:7]=1[C:8]([F:11])([F:10])[F:9].[NH2:28][C:29]1[CH:30]=[C:31]([S:35]([NH:38][C:39]([CH3:43])([CH3:42])[CH2:40][OH:41])(=[O:37])=[O:36])[CH:32]=[CH:33][CH:34]=1>>[OH:41][CH2:40][C:39]([NH:38][S:35]([C:31]1[CH:30]=[C:29]([NH:28][C:25]([C:24]2[CH:23]=[N:22][N:15]3[C:16]([C:18]([F:19])([F:21])[F:20])=[CH:17][C:12]([C:4]4[CH:5]=[CH:6][C:7]([C:8]([F:9])([F:11])[F:10])=[C:2]([CH3:1])[CH:3]=4)=[N:13][C:14]=23)=[O:26])[CH:34]=[CH:33][CH:32]=1)(=[O:37])=[O:36])([CH3:43])[CH3:42]. Reported procedure: The title compound was prepared from 5-(3-methyl-4-trifluoromethyl-phenyl)-7-trifluoromethyl-pyrazolo[1,5-a]pyrimidine-3-carboxylic acid (example C.8) and 3-amino-N-(2-hydroxy-1,1-dimethyl-ethyl)-benzenesulfonamide (example B.8) according to general procedure II. Yellow solid. MS (ISP) 614.2 [(M−H−]; mp 230° C. Starting materials: Cl.Cl.COC(CC=1C=NC=C(C1)C1=C(C=C(C=C1)C(F)(F)F)CNCC)=O ([5-(2-Ethylaminomethyl-4-trifluoromethyl-phenyl)-pyridin-3-yl]-acetic acid methyl ester, dihydrochloride), C1(=CC=CC=C1)CC(=O)O (phenyl-acetic acid). The product is COC(CC=1C=NC=C(C1)C1=C(C=C(C=C1)C(F)(F)F)CN(C(CC1=CC=CC=C1)=O)CC)=O ((5-{2-[(N-ethyl-N-phenylacetyl-amino)-methyl]-4-trifluoromethyl-phenyl}-pyridin-3-yl)-acetic acid methyl ester). Reaction SMILES: Cl.Cl.[CH3:3][O:4][C:5](=[O:27])[CH2:6][C:7]1[CH:8]=[N:9][CH:10]=[C:11]([C:13]2[CH:18]=[CH:17][C:16]([C:19]([F:22])([F:21])[F:20])=[CH:15][C:14]=2[CH2:23][NH:24][CH2:25][CH3:26])[CH:12]=1.[C:28]1([CH2:34][C:35]([OH:37])=O)[CH:33]=[CH:32][CH:31]=[CH:30][CH:29]=1>>[CH3:3][O:4][C:5](=[O:27])[CH2:6][C:7]1[CH:8]=[N:9][CH:10]=[C:11]([C:13]2[CH:18]=[CH:17][C:16]([C:19]([F:20])([F:21])[F:22])=[CH:15][C:14]=2[CH2:23][N:24]([CH2:25][CH3:26])[C:35](=[O:37])[CH2:34][C:28]2[CH:29]=[CH:30][CH:31]=[CH:32][CH:33]=2)[CH:12]=1 |f:0.1.2|. Procedure details: [5-(2-Ethylaminomethyl-4-trifluoromethyl-phenyl)-pyridin-3-yl]-acetic acid methyl ester, dihydrochloride and phenyl-acetic acid were reacted as described in Example 8, Step 6 to provide (5-{2-[(N-ethyl-N-phenylacetyl-amino)-methyl]-4-trifluoromethyl-phenyl}-pyridin-3-yl)-acetic acid methyl ester. The reactants are [Si](C)(C)(C(C)(C)C)O[C@H]1C[C@@H](CC2=CC=C3[C@@H]4CC=C([C@@]4(C)CC[C@@H]3[C@@]12C)COCCCC(C)(C)O[Si](CC)(CC)CC)O[Si](C)(C)C(C)(C)C (1α,3β-bis(tert-butyldimethylsilyloxy)-17-(4-triethylsilyloxy-4-methylpentyloxymethyl)androsta-5,7,16-triene), O1CCCC1.[F-].C(CCC)[N+](CCCC)(CCCC)CCCC (tetra-n-butylammonium fluoride tetrahydrofuran). The solvent is C(C)(=O)OCC (ethyl acetate), O1CCCC1 (tetrahydrofuran). Yields the product O[C@H]1C[C@@H](CC2=CC=C3[C@@H]4CC=C([C@@]4(C)CC[C@@H]3[C@@]12C)COCCCC(C)(C)O)O (1α,3β-dihydroxy-17-(4-hydroxy-4-methylpentyloxymethyl)androsta-5,7,16-triene). Isolated yield 36.8%. Reaction SMILES: [Si]([O:8][C@@H:9]1[C@@:26]2([CH3:27])[C:13](=[CH:14][CH:15]=[C:16]3[C@@H:25]2[CH2:24][CH2:23][C@@:21]2([CH3:22])[C@H:17]3[CH2:18][CH:19]=[C:20]2[CH2:28][O:29][CH2:30][CH2:31][CH2:32][C:33]([O:36][Si](CC)(CC)CC)([CH3:35])[CH3:34])[CH2:12][C@@H:11]([O:44][Si](C(C)(C)C)(C)C)[CH2:10]1)(C(C)(C)C)(C)C.O1CCCC1.[F-].C([N+](CCCC)(CCCC)CCCC)CCC>O1CCCC1.C(OCC)(=O)C>[OH:8][C@@H:9]1[C@@:26]2([CH3:27])[C:13](=[CH:14][CH:15]=[C:16]3[C@@H:25]2[CH2:24][CH2:23][C@@:21]2([CH3:22])[C@H:17]3[CH2:18][CH:19]=[C:20]2[CH2:28][O:29][CH2:30][CH2:31][CH2:32][C:33]([OH:36])([CH3:35])[CH3:34])[CH2:12][C@@H:11]([OH:44])[CH2:10]1 |f:1.2.3|. Procedure details: To a solution of 1α,3β-bis(tert-butyldimethylsilyloxy)-17-(4-triethylsilyloxy-4-methylpentyloxymethyl)androsta-5,7,16-triene (278.7 mg, 0.367 mmol) in tetrahydrofuran (2 ml), was added a 1M tetra-n-butylammonium fluoride tetrahydrofuran solution (3.3 ml, 3.3 mmol), followed by reflux under heating for 14 hours. The reaction solution was diluted with ethyl acetate, washed with 5% hydrochloric acid, a saturated aqueous sodium bicarbonate solution and saturated brine in that order, the organic laye... Reactants: FC=1C=C(C=CC1F)C1(CNCC1)OC (3-(3,4-Difluorophenyl)-3-methoxypyrrolidine), [H-].[Na+] (sodium hydride), C(C1=CC=CC=C1)Br (Benzylbromide). Run in CN(C=O)C (dimethyl formamide), CN(C=O)C (dimethyl formamide). Product: C(C1=CC=CC=C1)N1CC(CC1)(OC)C1=CC(=C(C=C1)F)F (1-benzyl-3-(3,4-difluorophenyl)-3-methoxypyrrolidine). The yield is 54.9%. As a reaction SMILES: [F:1][C:2]1[CH:3]=[C:4]([C:9]2([O:14][CH3:15])[CH2:13][CH2:12][NH:11][CH2:10]2)[CH:5]=[CH:6][C:7]=1[F:8].[H-].[Na+].[CH2:18](Br)[C:19]1[CH:24]=[CH:23][CH:22]=[CH:21][CH:20]=1>CN(C)C=O>[CH2:18]([N:11]1[CH2:12][CH2:13][C:9]([C:4]2[CH:5]=[CH:6][C:7]([F:8])=[C:2]([F:1])[CH:3]=2)([O:14][CH3:15])[CH2:10]1)[C:19]1[CH:24]=[CH:23][CH:22]=[CH:21][CH:20]=1 |f:1.2|. Reported procedure: Preparation according to Preparation 14. 3-(3,4-Difluorophenyl)-3-methoxypyrrolidine (1.15 g, 5.4 mmol), dry dimethyl formamide (5 mL), sodium hydride (60% dispersion in mineral oil, 0.259 g, 6.48 mmol). Benzylbromide (0.642 mL, 5.4 mmol) in dry dimethyl formamide (5 mL). Work up according to Preparation 14. Purification by flash column chromatography on silica gel (ethyl acetate) gave the title compound (0.9 g, 55%). MS m/z (rel. intensity, 70 eV) 288 (12), 273 (14), 133 (53), 132 (30), 91 (bp)... Starting materials: C(C)(=O)OCC1=C(N2C(C(C2SC1)NC(CC=1N=C(SC1)C1=C(C=CC=C1)O)=O)=O)C(=O)O (3-[(Acetyloxy)methyl]-7-[[[2-(2-hydroxyphenyl)-4-thiazolyl]acetyl]amino]-8-oxo-5-thia-1-azabicyclo[4.2.0]oct-2-ene-2-carboxylic Acid), 8o, [SiH](CC)(CC)CC (Et3SiH), FC(C(=O)O)(F)F (trifluoroacetic acid). The solvent is C(CCl)Cl (ClCH2CH2Cl). Product: C(C)(=O)OCC1=C(N2C(C(C2SC1)NC(CC=1N=C(SC1)C1=C(C=CC=C1)OC)=O)=O)C(=O)O (3-[(Acetyloxy)methyl]-7-[[[2-(2-methoxyphenyl)-4-thiazolyl]acetyl]amino]-8-oxo-5-thia-1-azabicyclo[4.2.0]oct-2-ene-2-carboxylic Acid). The yield is 73.0%. As a reaction SMILES: [C:1]([O:4][CH2:5][C:6]1[CH2:13][S:12][CH:11]2[N:8]([C:9](=[O:30])[CH:10]2[NH:14][C:15](=[O:29])[CH2:16][C:17]2[N:18]=[C:19]([C:22]3[CH:27]=[CH:26][CH:25]=[CH:24][C:23]=3[OH:28])[S:20][CH:21]=2)[C:7]=1[C:31]([OH:33])=[O:32])(=[O:3])[CH3:2].[SiH](CC)(CC)[CH2:35]C.FC(F)(F)C(O)=O>C(Cl)CCl>[C:1]([O:4][CH2:5][C:6]1[CH2:13][S:12][CH:11]2[N:8]([C:9](=[O:30])[CH:10]2[NH:14][C:15](=[O:29])[CH2:16][C:17]2[N:18]=[C:19]([C:22]3[CH:27]=[CH:26][CH:25]=[CH:24][C:23]=3[O:28][CH3:35])[S:20][CH:21]=2)[C:7]=1[C:31]([OH:33])=[O:32])(=[O:3])[CH3:2]. Procedure details: The procedure used for the preparation of 9a was repeated with 8o (193 mg, 0.288 mmol), Et3SiH (0.461 mL, 2.88 mmol), and trifluoroacetic acid (0.887 mL, 11.5 mmol) in dry ClCH2CH2Cl (7 mL) at 0° C. under nitrogen to give 9o (106 mg, 73%) as a white solid after crystallization from THF/CH2Cl2 /hexane. mp 178° C. (dec); IR (KBr) 3550-2800 (br), 3278, 1785, 1735, 1667, 1256 cm-1 ; 1H NMR (DMSO-d6) δ1.98 (3H, s, CH3), 3.45 (1H, d, J=18.1 Hz), 3.59 (1H, d, J=18.1 Hz), 3.74 (2H, s, CH2), 3.96 (3H, s,... Reported procedure: 2.11 g of the compound of step 1 of Example 25 was dissolved in 30 ml of pyridine, then 1.0 ml (1.4 equivalents) of phosphorus oxychloride was added under ice cooling and the result was agitated for 15 hours. The pyridine was distilled off under reduced pressure, an aqueous solution of 10% sodium hydroxide was added and extraction was performed by methylene chloride. The organic layer was washed with saturated saline and was dried by anhydrous magnesium sulfate, then the solvent was distilled of... RXN SMILES: [C:1]([O:5][C:6]([N:8]1[CH:13]=[CH:12][C:11](O)([C:14]2[N:19]=[CH:18][CH:17]=[CH:16][N:15]=2)[CH:10]=[CH:9]1)=[O:7])([CH3:4])([CH3:3])[CH3:2].P(Cl)(Cl)(Cl)=O>N1C=CC=CC=1>[C:1]([O:5][C:6]([N:8]1[CH2:13][CH2:12][C:11]([C:14]2[N:15]=[CH:16][CH:17]=[CH:18][N:19]=2)=[CH:10][CH2:9]1)=[O:7])([CH3:4])([CH3:2])[CH3:3]. Starting materials: C(C)(C)(C)OC(=O)N1C=CC(C=C1)(C1=NC=CC=N1)O (N-t-butoxycarbonyl-4-hydroxy-4-(2-pyrimidinyl)pyridine), P(=O)(Cl)(Cl)Cl (phosphorus oxychloride). Run in N1=CC=CC=C1 (pyridine). The product is C(C)(C)(C)OC(=O)N1CC=C(CC1)C1=NC=CC=N1 (N-t-butoxycarbonyl-4-(2-pyrimidinyl)-1,2,5,6-tetrahydropyridine). Conditions: time 15 hour. Isolated yield 51.0%. The reactants are CCOc1cc(Br)c(CN2C(=O)c3ccccc3C2=O)c(F)c1OCC, CN(C)C=O, N#C[Cu]C#N. Product: CCOc1cc(C#N)c(CN2C(=O)c3ccccc3C2=O)c(F)c1OCC. Reaction SMILES: [Br:1][c:2]1[cH:3][c:4]([O:24][CH2:25][CH3:26])[c:5]([O:21][CH2:22][CH3:23])[c:6]([F:20])[c:7]1[CH2:8][N:9]1[C:10](=[O:19])[c:11]2[cH:12][cH:13][cH:14][cH:15][c:16]2[C:17]1=[O:18].[CH3:32][N:33]([CH3:34])[CH:35]=[O:36].[Cu:27]([C:28]#[N:29])[C:30]#[N:31]>>[c:2]1([C:28]#[N:29])[cH:3][c:4]([O:24][CH2:25][CH3:26])[c:5]([O:21][CH2:22][CH3:23])[c:6]([F:20])[c:7]1[CH2:8][N:9]1[C:10](=[O:19])[c:11]2[cH:12][cH:13][cH:14][cH:15][c:16]2[C:17]1=[O:18]. Starting materials: TEA, C(Cl)Cl (DCM), C(=O)(O)[O-].[Na+] (NaHCO3), CC1=NC2=CC=CC(=C2N=C1N[C@H]1CNCCC1)C1=CC=2C(NCCC2N1)=O (2-(2-methyl-3-((3R)-3-piperidinylamino)-5-quinoxalinyl)-1,5,6,7-tetrahydro-4H-pyrrolo[3,2-c]pyridin-4-one), CC(=O)OC(=O)C (Ac2O). Run in CO.C(Cl)Cl (MeOH DCM). Run at temperature 25 celsius, time 1 hour. The product is C(C)(=O)N1C[C@@H](CCC1)NC=1C(=NC2=CC=CC(=C2N1)C1=CC=2C(NCCC2N1)=O)C (2-(3-(((3R)-1-acetyl-3-piperidinyl)amino)-2-methyl-5-quinoxalinyl)-1,5,6,7-tetrahydro-4H-pyrrolo[3,2-c]pyridin-4-one). Yield: 34.0%. As a reaction SMILES: [CH3:1][C:2]1[C:11]([NH:12][C@@H:13]2[CH2:18][CH2:17][CH2:16][NH:15][CH2:14]2)=[N:10][C:9]2[C:4](=[CH:5][CH:6]=[CH:7][C:8]=2[C:19]2[NH:27][C:26]3[CH2:25][CH2:24][NH:23][C:22](=[O:28])[C:21]=3[CH:20]=2)[N:3]=1.[CH3:29][C:30](OC(C)=O)=[O:31].C(Cl)Cl.C([O-])(O)=O.[Na+]>CO.C(Cl)Cl>[C:30]([N:15]1[CH2:16][CH2:17][CH2:18][C@@H:13]([NH:12][C:11]2[C:2]([CH3:1])=[N:3][C:4]3[C:9]([N:10]=2)=[C:8]([C:19]2[NH:27][C:26]4[CH2:25][CH2:24][NH:23][C:22](=[O:28])[C:21]=4[CH:20]=2)[CH:7]=[CH:6][CH:5]=3)[CH2:14]1)(=[O:31])[CH3:29] |f:3.4,5.6|. Procedure details: Prepared according to Example 50, using TEA (39.9 μl, 0.287 mmol), 2-(2-methyl-3-((3R)-3-piperidinylamino)-5-quinoxalinyl)-1,5,6,7-tetrahydro-4H-pyrrolo[3,2-c]pyridin-4-one (Ex. 75, 90 mg, 0.239 mmol), Ac2O (45.1 μl, 0.478 mmol), and DCM (2.4 mL) and stirring at 25° C. for 1 h. Isolation of the free base from the mixture by addition of saturated aq. NaHCO3 and extraction with 10% MeOH/DCM, followed by drying of the organic extract over Na2SO4, filtration, and concentration under reduced pressure...